Dataset: the Open Reaction Database (ORD), a public repository of structured organic reaction records. Task: describe an organic reaction: reactants, conditions, products, and yield Reactants: FC(C(=O)O)(F)F (trifluoroacetic acid), N(C1=CC=CC=C1)C(C(CN(C)C)C1=CC=C(C(=O)NC2=C(C=CC(=C2)C2=CSC=C2)NC(OC(C)(C)C)=O)C=C1)=O (tert-butyl [2-[(4-{2-anilino-1-[(dimethylamino)methyl]-2-oxoethyl}benzoyl)amino]-4-(3-thienyl)phenyl]carbamate), FC(C(=O)O)(F)F (trifluoroacetic acid). Solvent: C(Cl)Cl (CH2Cl2). Conditions: time 1 hour. Product: NC1=C(C=C(C=C1)C1=CSC=C1)NC(C1=CC=C(C=C1)C(C(=O)NC1=CC=CC=C1)CN(C)C)=O (N-[2-amino-5-(3-thienyl)phenyl]-4-{2-anilino-1-[(dimethylamino)methyl]-2-oxoethyl}benzamide). As a reaction SMILES: FC(F)(F)C(O)=O.[NH:8]([C:15](=[O:49])[CH:16]([C:21]1[CH:48]=[CH:47][C:24]([C:25]([NH:27][C:28]2[CH:33]=[C:32]([C:34]3[CH:38]=[CH:37][S:36][CH:35]=3)[CH:31]=[CH:30][C:29]=2[NH:39]C(=O)OC(C)(C)C)=[O:26])=[CH:23][CH:22]=1)[CH2:17][N:18]([CH3:20])[CH3:19])[C:9]1[CH:14]=[CH:13][CH:12]=[CH:11][CH:10]=1>C(Cl)Cl>[NH2:39][C:29]1[CH:30]=[CH:31][C:32]([C:34]2[CH:38]=[CH:37][S:36][CH:35]=2)=[CH:33][C:28]=1[NH:27][C:25](=[O:26])[C:24]1[CH:47]=[CH:48][C:21]([CH:16]([CH2:17][N:18]([CH3:20])[CH3:19])[C:15]([NH:8][C:9]2[CH:10]=[CH:11][CH:12]=[CH:13][CH:14]=2)=[O:49])=[CH:22][CH:23]=1. Reported procedure: To a solution of the trifluoroacetic acid salt of tert-butyl [2-[(4-{2-anilino-1-[(dimethylamino)methyl]-2-oxoethyl}benzoyl)amino]-4-(3-thienyl)phenyl]carbamate (374 mg, 0.54 mmol) in CH2Cl2 (8 mL) was added trifluoroacetic acid (2 mL), and the reaction was stirred at room temperature for 1 h. Concentration yielded a yellow residue that was purified by reverse phase HPLC (10-70% MeCN/water). The resulting solid was dissolved in CH2Cl2 (with a small amount of MeOH), neutralized with sat. NaHCO3, ... Yields the product C1(=CC=CC=C1)COC(=O)N1NC(CC1)C(=O)O (1-{[(phenylmethyl)oxy]carbonyl}-3-pyrazolidinecarboxylic acid). Yield: 100.0%. RXN SMILES: [N:1]1([C:20]([O:22][CH2:23][C:24]2[CH:29]=[CH:28][CH:27]=[CH:26][CH:25]=2)=[O:21])[CH2:5][CH2:4][CH:3]([C:6]([O:8]C(C)(C)C)=[O:7])[N:2]1C(OC(C)(C)C)=O.C(O)(C(F)(F)F)=O.O>ClCCl>[C:24]1([CH2:23][O:22][C:20]([N:1]2[CH2:5][CH2:4][CH:3]([C:6]([OH:8])=[O:7])[NH:2]2)=[O:21])[CH:29]=[CH:28][CH:27]=[CH:26][CH:25]=1. Solvent: ClCCl (dichloromethane). Conditions: temperature 25 celsius, time 2 day. Reported procedure: 1-Benzyl 2,3-di-tert-butyl pyrazolidine-1,2,3-tricarboxylate (14.15 g, 34.8 mmol) was dissolved in dichloromethane (68.6 ml) under N2 at room temperature. TFA (80 ml, 1045 mmol) and water (9.41 ml, 522 mmol) were then added in one portion. The reaction was stirred at 25° C. for 2 days. The solvent was then removed under reduced pressure to give 1-{[(phenylmethyl)oxy]carbonyl}-3-pyrazolidinecarboxylic acid (8.72 g, 34.8 mmol, 100% yield). Reactants: C(=O)(C(F)(F)F)O (TFA), O (water), N1(N(C(CC1)C(=O)OC(C)(C)C)C(=O)OC(C)(C)C)C(=O)OCC1=CC=CC=C1 (1-Benzyl 2,3-di-tert-butyl pyrazolidine-1,2,3-tricarboxylate). Reactants: B, C1CCOC1, O=C(N1CCC(O)c2ccoc2C1)C(F)(F)F, O. Product: OC1CCN(CC(F)(F)F)Cc2occc21. RXN SMILES: [BH3:18].[CH2:20]1[O:21][CH2:22][CH2:23][CH2:24]1.[F:1][C:2]([C:3](=[O:4])[N:5]1[CH2:6][c:7]2[c:8]([cH:13][cH:14][o:15]2)[CH:9]([OH:12])[CH2:10][CH2:11]1)([F:16])[F:17].[OH2:19]>>[F:1][C:2]([CH2:3][N:5]1[CH2:6][c:7]2[c:8]([cH:13][cH:14][o:15]2)[CH:9]([OH:12])[CH2:10][CH2:11]1)([F:16])[F:17]. The reactants are ClCCl, CC1(C)CCC(C)(C)c2cc(CO)c(C=CN[SH](=O)=O)cc21. Yields the product CC1(C)CCC(C)(C)c2cc(C=CN[SH](=O)=O)c(C=O)cc21. As a reaction SMILES: [Cl:23][CH2:24][Cl:25].[OH:1][CH2:2][c:3]1[cH:4][c:5]2[c:10]([cH:11][c:12]1[CH:13]=[CH:14][NH:15][SH:16](=[O:17])=[O:18])[C:9]([CH3:19])([CH3:20])[CH2:8][CH2:7][C:6]2([CH3:21])[CH3:22]>>[O:1]=[CH:2][c:3]1[cH:4][c:5]2[c:10]([cH:11][c:12]1[CH:13]=[CH:14][NH:15][SH:16](=[O:17])=[O:18])[C:9]([CH3:19])([CH3:20])[CH2:8][CH2:7][C:6]2([CH3:21])[CH3:22]. The reactants are C1CCC2=NCCCN2CC1 (DBU), C(C)(=S)N (thioacetamide), ClC1=C(SC2=C1C=CC(=C2)OCC2=C(C=C(C=C2)Cl)Cl)C(=O)N (3-chloro-6-((2,4-dichlorobenzyl)oxy)-1-benzothiophene-2-carboxamide). Solvent: Cl (HCl), CN(C)C=O (DMF). Run at temperature 80 celsius, time 5.5 hour. The product is ClC1=C(COC2=CC3=C(C(=C(S3)C(=O)N)S)C=C2)C=CC(=C1)Cl (6-((2,4-Dichlorobenzyl)oxy)-3-sulfanyl-1-benzothiophene-2-carboxamide). Isolated yield 21.6%. Reaction SMILES: Cl[C:2]1[C:6]2[CH:7]=[CH:8][C:9]([O:11][CH2:12][C:13]3[CH:18]=[CH:17][C:16]([Cl:19])=[CH:15][C:14]=3[Cl:20])=[CH:10][C:5]=2[S:4][C:3]=1[C:21]([NH2:23])=[O:22].C1CCN2C(=NCCC2)CC1.C(N)(=[S:37])C>CN(C=O)C.Cl>[Cl:20][C:14]1[CH:15]=[C:16]([Cl:19])[CH:17]=[CH:18][C:13]=1[CH2:12][O:11][C:9]1[CH:8]=[CH:7][C:6]2[C:2]([SH:37])=[C:3]([C:21]([NH2:23])=[O:22])[S:4][C:5]=2[CH:10]=1. Procedure details: To a mixture of 3-chloro-6-((2,4-dichlorobenzyl)oxy)-1-benzothiophene-2-carboxamide (193.6 mg) in DMF (dry) (2.5 mL) were added DBU (0.225 mL) and thioacetamide (113 mg). The mixture was stirred at 80° C. for 5.5 h. After cooling, the mixture was diluted with 1N HCl and extracted with EtOAc. The combined organic layer was washed successively with water and brine, dried over MgSO4, and concentrated in vacuo. The precipitate was washed with hexane and THF to give the title compound (41.6 mg). Starting materials: NC=1C=CC(=C(C1)C1=NN2C(C(N1)=O)=C(N=C2C2CCCC2)C)OCCC (2-(5-Amino-2-propoxyphenyl)-5-methyl-7-cyclopentyl-3H-imidazo[5,1-f][1,2,4]-triazin-4-one), N1=CC=CC2=CC=CC(=C12)S(=O)(=O)Cl (quinoline-8-sulfonyl chloride), N1=CC=CC=C1 (pyridine). Run in O1CCCC1 (tetrahydrofuran). Yields the product N1=CC=CC2=CC=CC(=C12)S(=O)(=O)NC=1C=CC(=C(C1)C1=NN2C(C(N1)=O)=C(N=C2C2CCCC2)C)OCCC (2-[5-(Quinoline-8-sulfonamido)-2-propoxyphenyl]-5-methyl-7-cyclopentyl-3H-imidazo[5,1-f][1,2,4]-triazin-4-one). Reaction SMILES: [NH2:1][C:2]1[CH:3]=[CH:4][C:5]([O:24][CH2:25][CH2:26][CH3:27])=[C:6]([C:8]2[NH:13][C:12](=[O:14])[C:11]3=[C:15]([CH3:23])[N:16]=[C:17]([CH:18]4[CH2:22][CH2:21][CH2:20][CH2:19]4)[N:10]3[N:9]=2)[CH:7]=1.[N:28]1[C:37]2[C:32](=[CH:33][CH:34]=[CH:35][C:36]=2[S:38](Cl)(=[O:40])=[O:39])[CH:31]=[CH:30][CH:29]=1.N1C=CC=CC=1>O1CCCC1>[N:28]1[C:37]2[C:32](=[CH:33][CH:34]=[CH:35][C:36]=2[S:38]([NH:1][C:2]2[CH:3]=[CH:4][C:5]([O:24][CH2:25][CH2:26][CH3:27])=[C:6]([C:8]3[NH:13][C:12](=[O:14])[C:11]4=[C:15]([CH3:23])[N:16]=[C:17]([CH:18]5[CH2:22][CH2:21][CH2:20][CH2:19]5)[N:10]4[N:9]=3)[CH:7]=2)(=[O:40])=[O:39])[CH:31]=[CH:30][CH:29]=1. Reported procedure: 150 mg (0.408 mmol) of the compound from example 44A are reacted with 221 mg (0.96 mmol) of quinoline-8-sulfonyl chloride and 0.33 ml (4.08 mmol) of pyridine in 8 ml of tetrahydrofuran overnight. Starting materials: C(CCC)(=O)OC[C@H]1[C@@H](CCCCC(C)C)O1 ((-)-(2S,3R)-1-butyroxy-2,3-epoxy-8-methylnonane), [OH-].[K+].CO (potassium hydroxide methanol). RXN SMILES: C([O:6][CH2:7][C@@H:8]1[O:17][C@@H:9]1[CH2:10][CH2:11][CH2:12][CH2:13][CH:14]([CH3:16])[CH3:15])(=O)CCC.[OH-].[K+].CO>>[O:17]1[C@H:9]([CH2:10][CH2:11][CH2:12][CH2:13][CH:14]([CH3:16])[CH3:15])[C@@H:8]1[CH2:7][OH:6] |f:1.2.3|. The yield is 93.8%. Yields the product O1[C@@H](CO)[C@H]1CCCCC(C)C ((-)-(2S,3R)-2,3-epoxy-8-methyl-1-nonanol). Reported procedure: 3.6 g of (-)-(2S,3R)-1-butyroxy-2,3-epoxy-8-methylnonane was hydrolyzed with potassium hydroxide/methanol to yield 2.4 g of (-)-(2S,3R)-2,3-epoxy-8-methyl-1-nonanol. The reactants are CCO, CCOC(=O)C(NC=O)C1CCOCC1, Cl, [Na+], [OH-]. Yields the product O=CNC(C(=O)O)C1CCOCC1. As a reaction SMILES: [CH3:19][CH2:20][OH:21].[CH:1](=[O:2])[NH:3][CH:4]([C:5](=[O:6])[O:7][CH2:8][CH3:9])[CH:10]1[CH2:11][CH2:12][O:13][CH2:14][CH2:15]1.[ClH:18].[Na+:17].[OH-:16]>>[CH:1](=[O:2])[NH:3][CH:4]([C:5](=[O:6])[OH:7])[CH:10]1[CH2:11][CH2:12][O:13][CH2:14][CH2:15]1. The reactants are CCO, O=C1COc2cc([N+](=O)[O-])ccc2N1CCN1CCCC1. Yields the product Nc1ccc2c(c1)OCC(=O)N2CCN1CCCC1. As a reaction SMILES: [CH3:22][CH2:23][OH:24].[N+:1]([O-:2])(=[O:3])[c:4]1[cH:5][cH:6][c:7]2[c:8]([cH:21]1)[O:9][CH2:10][C:11](=[O:20])[N:12]2[CH2:13][CH2:14][N:15]1[CH2:16][CH2:17][CH2:18][CH2:19]1>>[NH2:1][c:4]1[cH:5][cH:6][c:7]2[c:8]([cH:21]1)[O:9][CH2:10][C:11](=[O:20])[N:12]2[CH2:13][CH2:14][N:15]1[CH2:16][CH2:17][CH2:18][CH2:19]1.